describe an organic reaction: reactants, conditions, products, and yield From a dataset of the Open Reaction Database (ORD), a public repository of structured organic reaction records. Starting materials: CN(C)C=O, O=C(c1cncc(Cl)n1)N1CCC(N2CCC(n3c(=O)[nH]c4ccccc43)CC2)CC1, [N-]=[N+]=[N-], [Na+]. Yields the product [N-]=[N+]=Nc1cncc(C(=O)N2CCC(N3CCC(n4c(=O)[nH]c5ccccc54)CC3)CC2)n1. RXN SMILES: [CH3:36][N:37]([CH3:38])[CH:39]=[O:40].[Cl:1][c:2]1[cH:3][n:4][cH:5][c:6]([C:8](=[O:9])[N:10]2[CH2:11][CH2:12][CH:13]([N:16]3[CH2:17][CH2:18][CH:19]([n:22]4[c:23](=[O:31])[nH:24][c:25]5[c:26]4[cH:27][cH:28][cH:29][cH:30]5)[CH2:20][CH2:21]3)[CH2:14][CH2:15]2)[n:7]1.[N-:33]=[N+:34]=[N-:35].[Na+:32]>>[c:2]1([N:33]=[N+:34]=[N-:35])[cH:3][n:4][cH:5][c:6]([C:8](=[O:9])[N:10]2[CH2:11][CH2:12][CH:13]([N:16]3[CH2:17][CH2:18][CH:19]([n:22]4[c:23](=[O:31])[nH:24][c:25]5[c:26]4[cH:27][cH:28][cH:29][cH:30]5)[CH2:20][CH2:21]3)[CH2:14][CH2:15]2)[n:7]1. Conditions: temperature 25 celsius, time 10 minute. The reactants are C(O)([O-])=O.[Na+] (sodium hydrogen carbonate), FC(C(=O)N1CC2=CC=C(C=C2CC1)C=O)(F)F (2-(2,2,2-Trifluoro-acetyl)-1,2,3,4-tetrahydro-isoquinoline-6-carbaldehyde), N1CCC1 (azetidine), C(C)(=O)O[BH-](OC(C)=O)OC(C)=O.[Na+] (Sodium triacetoxyborohydride). The solvent is ClCCCl (1,2-dichloroethane). Reaction SMILES: [F:1][C:2]([F:18])([F:17])[C:3]([N:5]1[CH2:14][CH2:13][C:12]2[C:7](=[CH:8][CH:9]=[C:10]([CH:15]=O)[CH:11]=2)[CH2:6]1)=[O:4].[NH:19]1[CH2:22][CH2:21][CH2:20]1.C(O[BH-](OC(=O)C)OC(=O)C)(=O)C.[Na+].C(=O)([O-])O.[Na+]>ClCCCl>[N:19]1([CH2:15][C:10]2[CH:11]=[C:12]3[C:7](=[CH:8][CH:9]=2)[CH2:6][N:5]([C:3](=[O:4])[C:2]([F:18])([F:17])[F:1])[CH2:14][CH2:13]3)[CH2:22][CH2:21][CH2:20]1 |f:2.3,4.5|. Product: N1(CCC1)CC=1C=C2CCN(CC2=CC1)C(C(F)(F)F)=O (1-[6-(Azetidin-1-yl-methyl)-1,2,3,4-tetrahydro-isoquinolin-2-yl]-2,2,2-trifluoro-ethanone). Procedure details: 2-(2,2,2-Trifluoro-acetyl)-1,2,3,4-tetrahydro-isoquinoline-6-carbaldehyde (7.776 mmol, 1 equiv.) and azetidine (9.331 mmol, 1.2 equiv.) were dissolved in 1,2-dichloroethane (37 ml), and the mixture was stirred for 10 minutes at 25° C. Sodium triacetoxyborohydride (10.89 mmol, 1.4 equiv.) was added, and the reaction mixture was stirred for 16 hours at 25° C. Saturated sodium hydrogen carbonate solution (50 ml) was then added, the phases were separated, and the aqueous phase was extracted with dic... Starting materials: ClC1=NC=C(C=C1)CCl (2-chloro-5-(chloromethyl)pyridine), NC(COC)C (2-amino-1-methoxypropane), C([O-])([O-])=O.[K+].[K+] (potassium carbonate). The solvent is C(C)#N (acetonitrile). Conditions: temperature 80 celsius. Yields the product ClC1=CC=C(C=N1)CNC(COC)C ((6-Chloro-pyridin-3-ylmethyl)-(2-methoxy-1-methyl-ethyl)-amine). The yield is 48.3%. Reaction SMILES: [Cl:1][C:2]1[CH:7]=[CH:6][C:5]([CH2:8]Cl)=[CH:4][N:3]=1.[NH2:10][CH:11]([CH3:15])[CH2:12][O:13][CH3:14].C(=O)([O-])[O-].[K+].[K+]>C(#N)C>[Cl:1][C:2]1[N:3]=[CH:4][C:5]([CH2:8][NH:10][CH:11]([CH3:15])[CH2:12][O:13][CH3:14])=[CH:6][CH:7]=1 |f:2.3.4|. Procedure details: To a solution of 2-chloro-5-(chloromethyl)pyridine (1.0 g, 6.17 mmole) in 11 mL of dry acetonitrile is added 1.30 mL (12.3 mmol) of 2-amino-1-methoxypropane followed by 850 mg (6.17 mmol) of potassium carbonate. The reaction is heated at 80° C. for 5 h. After cooling, the reaction mixture is quenched with 5 mL of water, extracted three-times with methylene chloride, and dried over sodium sulfate. Concentration of the solvent provided an oil which was purified by silica gel chromatography to prov... Reactants: ClC=1N=NC(=CC1)NN (3-chloro-6-pyridazinylhydrazine), C(C)OC=C(C#N)C#N (ethoxymethylenemalononitrile). Solvent: C(C)O (ethanol). Yields the product ClC=1N=NC(=CC1)N1N=CC(=C1N)C#N (3-chloro-6-(4-cyano-5-amino-1-pyrazolyl)pyridazine). RXN SMILES: [Cl:1][C:2]1[N:3]=[N:4][C:5]([NH:8][NH2:9])=[CH:6][CH:7]=1.C(O[CH:13]=[C:14]([C:17]#[N:18])[C:15]#[N:16])C>C(O)C>[Cl:1][C:2]1[N:3]=[N:4][C:5]([N:8]2[C:17]([NH2:18])=[C:14]([C:15]#[N:16])[CH:13]=[N:9]2)=[CH:6][CH:7]=1. Reported procedure: A mixture of 4.35 g. (30 mmoles) of 3-chloro-6-pyridazinylhydrazine, 3.96 g. (30 mmoles) of ethoxymethylenemalononitrile and 60 ml. of ethanol is heated and refluxed for 2 hours. After cooling the separated crystals are filtered, washed with ethanol and dried. Yield: 5.85 g. (88.5%); m.p.: 250°-252° C. Reactants: BrCCCCl (1-bromo-3-chloropropane), Cl (hydrochloric acid), N1C(=O)C(=O)C2=CC=CC=C12 (isatin), CC(C)([O-])C.[K+] (potassium tert-butoxide), ice water. The solvent is CN(C=O)C (N,N-dimethylformamide), CN(C=O)C (N,N-dimethylformamide), C(C)(=O)OCC (ethyl acetate). Run at temperature 5 celsius, time 10 minute. The product is ClCCCN1C(=O)C(=O)C2=CC=CC=C12 (1-(3-chloropropyl)isatin). The yield is 88.1%. RXN SMILES: [NH:1]1[C:11]2[C:6](=[CH:7][CH:8]=[CH:9][CH:10]=2)[C:4](=[O:5])[C:2]1=[O:3].CC(C)([O-])C.[K+].Br[CH2:19][CH2:20][CH2:21][Cl:22].Cl>CN(C)C=O.C(OCC)(=O)C>[Cl:22][CH2:21][CH2:20][CH2:19][N:1]1[C:11]2[C:6](=[CH:7][CH:8]=[CH:9][CH:10]=2)[C:4](=[O:5])[C:2]1=[O:3] |f:1.2|. Reported procedure: To a solution of isatin (14.7 g) in N,N-dimethylformamide (150 ml) was added potassium tert-butoxide (13.95 g) under cooling at 5° C., and the mixture was stirred vigorously for about 10 minutes. To the mixture was added dropwise a solution of 1-bromo-3-chloropropane (17.35 g) in N,N-dimethylformamide (50 ml) over a period of about 30 minutes at ambient temperature, and the mixture was stirred for 5 hours at the same temperature. The reaction mixture was poured into a mixture of ethyl acetate (3...